Dataset: the Open Reaction Database (ORD), a public repository of structured organic reaction records. Task: describe an organic reaction: reactants, conditions, products, and yield Starting materials: CCOC(=O)CNc1cc(Cl)cnc1OCC(=O)N1CC(C)N(Cc2ccc(F)cc2)CC1C, CO, [Li+], C1CCOC1, [OH-], O, O. The product is CC1CN(C(=O)COc2ncc(Cl)cc2NCC(=O)O)C(C)CN1Cc1ccc(F)cc1. As a reaction SMILES: [CH2:1]([CH3:2])[O:3][C:4]([CH2:5][NH:6][c:7]1[c:8]([O:14][CH2:15][C:16](=[O:17])[N:18]2[CH:19]([CH3:33])[CH2:20][N:21]([CH2:25][c:26]3[cH:27][cH:28][c:29]([F:32])[cH:30][cH:31]3)[CH:22]([CH3:24])[CH2:23]2)[n:9][cH:10][c:11]([Cl:13])[cH:12]1)=[O:34].[CH3:35][OH:36].[Li+:44].[O:37]1[CH2:38][CH2:39][CH2:40][CH2:41]1.[OH-:43].[OH2:42].[OH2:45]>>[O:3]=[C:4]([CH2:5][NH:6][c:7]1[c:8]([O:14][CH2:15][C:16](=[O:17])[N:18]2[CH:19]([CH3:33])[CH2:20][N:21]([CH2:25][c:26]3[cH:27][cH:28][c:29]([F:32])[cH:30][cH:31]3)[CH:22]([CH3:24])[CH2:23]2)[n:9][cH:10][c:11]([Cl:13])[cH:12]1)[OH:34]. Starting materials: O=C(Cl)c1ccccc1, Cc1ccccc1C1C(OC(CO)c2cc(C(F)(F)F)cc(C(F)(F)F)c2)CCC2CN(C(=O)OC(C)(C)C)CC21, c1ccncc1. Yields the product Cc1ccccc1C1C(OC(COC(=O)c2ccccc2)c2cc(C(F)(F)F)cc(C(F)(F)F)c2)CCC2CN(C(=O)OC(C)(C)C)CC21. Reaction SMILES: [C:42]([c:43]1[cH:44][cH:45][cH:46][cH:47][cH:48]1)(=[O:49])[Cl:50].[F:1][C:2]([c:3]1[cH:4][c:5]([CH:13]([CH2:14][OH:15])[O:16][CH:17]2[CH:18]([c:33]3[c:34]([CH3:39])[cH:35][cH:36][cH:37][cH:38]3)[CH:19]3[CH2:20][N:21]([C:26](=[O:27])[O:28][C:29]([CH3:30])([CH3:31])[CH3:32])[CH2:22][CH:23]3[CH2:24][CH2:25]2)[cH:6][c:7]([C:9]([F:10])([F:11])[F:12])[cH:8]1)([F:40])[F:41].[cH:51]1[cH:52][cH:53][n:54][cH:55][cH:56]1>>[F:1][C:2]([c:3]1[cH:4][c:5]([CH:13]([CH2:14][O:15][C:42]([c:43]2[cH:44][cH:45][cH:46][cH:47][cH:48]2)=[O:49])[O:16][CH:17]2[CH:18]([c:33]3[c:34]([CH3:39])[cH:35][cH:36][cH:37][cH:38]3)[CH:19]3[CH2:20][N:21]([C:26](=[O:27])[O:28][C:29]([CH3:30])([CH3:31])[CH3:32])[CH2:22][CH:23]3[CH2:24][CH2:25]2)[cH:6][c:7]([C:9]([F:10])([F:11])[F:12])[cH:8]1)([F:40])[F:41]. The reactants are CCCCC1CCNCC1, CCCCCCC, CCOC(C)=O, O=C1COc2cc([N+](=O)[O-])c(Cl)cc2N1CCCCl, [I-], [K+], [K+], [Na+], O=C([O-])[O-]. Reaction SMILES: [CH2:28]([CH2:29][CH2:30][CH3:31])[CH:32]1[CH2:33][CH2:34][NH:35][CH2:36][CH2:37]1.[CH3:38][CH2:39][CH2:40][CH2:41][CH2:42][CH2:43][CH3:44].[CH3:45][CH2:46][O:47][C:48]([CH3:49])=[O:50].[Cl:1][c:2]1[c:3]([N+:17](=[O:18])[O-:19])[cH:4][c:5]2[c:6]([cH:16]1)[N:7]([CH2:12][CH2:13][CH2:14][Cl:15])[C:8](=[O:11])[CH2:9][O:10]2.[I-:26].[K+:20].[K+:21].[Na+:27].[O-:22][C:23]([O-:24])=[O:25]>>[Cl:1][c:2]1[c:3]([N+:17](=[O:18])[O-:19])[cH:4][c:5]2[c:6]([cH:16]1)[N:7]([CH2:12][CH2:13][CH2:14][N:35]1[CH2:34][CH2:33][CH:32]([CH2:28][CH2:29][CH2:30][CH3:31])[CH2:37][CH2:36]1)[C:8](=[O:11])[CH2:9][O:10]2. Yields the product CCCCC1CCN(CCCN2C(=O)COc3cc([N+](=O)[O-])c(Cl)cc32)CC1. Starting materials: C(C)(=O)C=1C(C2=CC3=CC=CC=C3C2=CC1)=O (2-acetylfluorenon), [Se](=O)=O (selenium dioxide). Solvent: O1CCOCC1 (dioxane). The product is C1(C(=CC=C2C3=CC=CC=C3C=C12)C(C=O)=O)=O (2-fluorenonyl-glyoxal). As a reaction SMILES: [C:1]([C:4]1[C:5](=[O:17])[C:6]2[C:14](=[CH:15][CH:16]=1)[C:13]1[C:8](=[CH:9][CH:10]=[CH:11][CH:12]=1)[CH:7]=2)(=[O:3])[CH3:2].[Se](=O)=[O:19]>O1CCOCC1>[C:5]1(=[O:17])[C:6]2[C:14]([C:13]3[C:8]([CH:7]=2)=[CH:9][CH:10]=[CH:11][CH:12]=3)=[CH:15][CH:16]=[C:4]1[C:1](=[O:3])[CH:2]=[O:19]. Procedure: The thus-isolated 2-acetylfluorenon is oxidized by selenium dioxide in dioxane medium at 98°-100° C during 22 hours to obtain 2-fluorenonyl-glyoxal isolated as semiacetal, the yield being equal to 31.2 weight percent. The thus-obtained intermediate product is subjected to treatment with sodium bisulfite in 60-percent ethanol to obtain the final product crystallizable with a molecule of water. The yield of the final product amounts to 57 weight percent when calculated for the semiacetal of 2-fluo... The reactants are ClC=1C(=C2C(=C(C1Cl)C(C)=O)OCCO2)[N+](=O)[O-] (5',6'-dichloro-2',3'-ethylenedioxy-4'-nitroacetophenone), O1CCOC2=C1C=CC=C2 (1,4-benzodioxane). Yields the product ClC1=CC2=C(OCCO2)C=C1Cl (6,7-dichloro-1,4-benzodioxane). RXN SMILES: [Cl:1][C:2]1[C:3]([N+]([O-])=O)=[C:4]2[O:15][CH2:14][CH2:13][O:12][C:5]2=[C:6](C(=O)C)[C:7]=1[Cl:8].O1C2C=CC=CC=2OCC1>>[Cl:8][C:7]1[C:2]([Cl:1])=[CH:3][C:4]2[O:15][CH2:14][CH2:13][O:12][C:5]=2[CH:6]=1. Procedure details: The 5',6'-dichloro-2',3'-ethylenedioxy-4'-nitroacetophenone can be prepared by chlorinating 1,4-benzodioxane to give 6,7-dichloro-1,4-benzodioxane and then acetylating. The chlorination can be carried out by treating the benzodioxane with chlorine gas in acetic acid at 0 to 20° C. and requires 1 to 8 hours. The acetylation can be effected by reacting the 6,7-dichloro-1,4-benzodioxane with acetyl chloride in the presence of a Lewis acid in a suitable solvent (e.g., 1,2-dichloroethane, carbon disu... Reactants: FC1=C(C=CC(=C1)F)[C@@]1(O[C@H]1C)CN1N=CN=C1 ((2R,3S)-2-(2,4-difluorophenyl)-3-methyl-2-(1H-1,2,4-triazol-1-yl)methyloxirane), N1(CCNCC1)C(=O)OCC (ethyl piperazine-1-carboxylate), C([O-])([O-])=O.[K+].[K+] (potassium carbonate). The solvent is CN(C)C=O (DMF). Conditions: temperature 120 celsius. Product: FC1=C(C=CC(=C1)F)[C@@](CN1N=CN=C1)([C@@H](C)N1CCN(CC1)C(=O)OCC)O ((2R,3R)-2-(2,4-Difluorophenyl)-3-(4-ethoxycarbonylpiperazin-1-yl)-1-(1H-1,2,4-triazol-1-yl)butan-2-ol). Isolated yield 24.4%. As a reaction SMILES: [F:1][C:2]1[CH:7]=[C:6]([F:8])[CH:5]=[CH:4][C:3]=1[C@@:9]1([CH2:13][N:14]2[CH:18]=[N:17][CH:16]=[N:15]2)[C@H:11]([CH3:12])[O:10]1.[N:19]1([C:25]([O:27][CH2:28][CH3:29])=[O:26])[CH2:24][CH2:23][NH:22][CH2:21][CH2:20]1.C(=O)([O-])[O-].[K+].[K+]>CN(C=O)C>[F:1][C:2]1[CH:7]=[C:6]([F:8])[CH:5]=[CH:4][C:3]=1[C@:9]([OH:10])([C@H:11]([N:22]1[CH2:21][CH2:20][N:19]([C:25]([O:27][CH2:28][CH3:29])=[O:26])[CH2:24][CH2:23]1)[CH3:12])[CH2:13][N:14]1[CH:18]=[N:17][CH:16]=[N:15]1 |f:2.3.4|. Reported procedure: A mixture of (2R,3S)-2-(2,4-difluorophenyl)-3-methyl-2-(1H-1,2,4-triazol-1-yl)methyloxirane IV (1.0 g, 4.0 mmol), ethyl piperazine-1-carboxylate (1.2 ml, 8 mmol) and potassium carbonate in DMF (5 ml) was heated at 120° C. for 18 h. After cooling the reaction mixture was poured onto crushed ice and extracted with ethyl acetate (3×30 ml). The combined extract was washed with water, brine, dried (MgSO4) and concentrated and the resulting product was purified on a column of silica gel (hexane/EtOAc,... Reactants: N1[C@@H](CCC1=O)C(=O)N[C@@H](C)C(=O)N[C@@H](CCCCNC(=O)OC(C)(C)C)C(=O)N[C@@H](CO)C(=O)N[C@@H](CCC(N)=O)C(=O)N[C@H](C)C(=O)NCC(=O)N[C@@H](CO)C(=O)N[C@@H](CC(N)=O)C(=O)OC(C)(C)C (pGlu-Ala-Lys(Boc)-Ser-Gln-(D)-Ala-Gly-Ser-Asn-OBut). Run in FC(C(=O)O)(F)F (trifluoroacetic acid). Run at time 40 minute. The product is N1[C@@H](CCC1=O)C(=O)N[C@@H](C)C(=O)N[C@@H](CCCCN)C(=O)N[C@@H](CO)C(=O)N[C@@H](CCC(N)=O)C(=O)N[C@H](C)C(=O)NCC(=O)N[C@@H](CO)C(=O)N[C@@H](CC(N)=O)C(=O)O (pGlu-Ala-Lys-Ser-Gln-(D)-Ala-Gly-Ser-Asn-OH). RXN SMILES: [NH:1]1[C:5](=[O:6])[CH2:4][CH2:3][C@H:2]1[C:7]([NH:9][C@H:10]([C:12]([NH:14][C@H:15]([C:28]([NH:30][C@H:31]([C:34]([NH:36][C@H:37]([C:43]([NH:45][C@@H:46]([C:48]([NH:50][CH2:51][C:52]([NH:54][C@H:55]([C:58]([NH:60][C@H:61]([C:66]([O:68]C(C)(C)C)=[O:67])[CH2:62][C:63](=[O:65])[NH2:64])=[O:59])[CH2:56][OH:57])=[O:53])=[O:49])[CH3:47])=[O:44])[CH2:38][CH2:39][C:40](=[O:42])[NH2:41])=[O:35])[CH2:32][OH:33])=[O:29])[CH2:16][CH2:17][CH2:18][CH2:19][NH:20]C(OC(C)(C)C)=O)=[O:13])[CH3:11])=[O:8]>FC(F)(F)C(O)=O>[NH:1]1[C:5](=[O:6])[CH2:4][CH2:3][C@H:2]1[C:7]([NH:9][C@H:10]([C:12]([NH:14][C@H:15]([C:28]([NH:30][C@H:31]([C:34]([NH:36][C@H:37]([C:43]([NH:45][C@@H:46]([C:48]([NH:50][CH2:51][C:52]([NH:54][C@H:55]([C:58]([NH:60][C@H:61]([C:66]([OH:68])=[O:67])[CH2:62][C:63](=[O:65])[NH2:64])=[O:59])[CH2:56][OH:57])=[O:53])=[O:49])[CH3:47])=[O:44])[CH2:38][CH2:39][C:40](=[O:42])[NH2:41])=[O:35])[CH2:32][OH:33])=[O:29])[CH2:16][CH2:17][CH2:18][CH2:19][NH2:20])=[O:13])[CH3:11])=[O:8]. Reported procedure: In 5 ml of trifluoroacetic acid is dissolved 500 mg of pGlu-Ala-Lys(Boc)-Ser-Gln-(D)-Ala-Gly-Ser-Asn-OBut and the solution is allowed to stand at room temperature for 40 minutes. The trifluoroacetic acid is distilled off and the residue is precipitated with ether and recovered by filtration. The powdery product is dissolved in 50 ml of water and the solution is passed through a column of Amberlite IRA-410 (acetate-form) (2×5 cm). The effluent is combined with washings and lyophilized. The powder...